Dataset: the Open Reaction Database (ORD), a public repository of structured organic reaction records. Task: describe an organic reaction: reactants, conditions, products, and yield The reactants are COC=1C=C(C=O)C=C(C1OC)OC (3,4,5-trimethoxybenzaldehyde), SC(C(=O)O)C (2-mercaptopropionic acid), C([O-])([O-])=O.[NH4+].[NH4+] (ammonium carbonate). The solvent is C1=CC=CC=C1 (benzene). Run at temperature 80 celsius. The product is COC=1C=C(C=C(C1OC)OC)C1SC(C(N1)=O)C (2-(3,4,5-trimethoxyphenyl)-5-methylthiazolidine-4-one). Yield: 78.0%. RXN SMILES: [CH3:1][O:2][C:3]1[CH:4]=[C:5]([CH:8]=[C:9]([O:13][CH3:14])[C:10]=1[O:11][CH3:12])[CH:6]=O.[SH:15][CH:16]([CH3:20])[C:17](O)=[O:18].C(=O)([O-])[O-].[NH4+:25].[NH4+]>C1C=CC=CC=1>[CH3:1][O:2][C:3]1[CH:4]=[C:5]([CH:6]2[NH:25][C:17](=[O:18])[CH:16]([CH3:20])[S:15]2)[CH:8]=[C:9]([O:13][CH3:14])[C:10]=1[O:11][CH3:12] |f:2.3.4|. Reported procedure: A mixture of 19.6 g of 3,4,5-trimethoxybenzaldehyde, 10.6 g of 2-mercaptopropionic acid and 6 g of ammonium carbonate in 250 ml of benzene was refluxed for 3 hours at 80° C. in a flask provided with a Dean-Stark apparatus and the thus distilled water was removed. The crystals which separated out from the reaction mixture after reaction was over and on cooling the reaction mixture, were collected by filtration and recrystallized from benzene to give 22.2 g of colourless and aciculates melting at ... RXN SMILES: [Br:1][C:2]1[CH:3]=[C:4]2[C:9](=[CH:10][C:11]=1[O:12][CH3:13])[N:8]=[C:7]([CH3:14])[CH:6]=[C:5]2O.O=P(Cl)(Cl)[Cl:18]>C(OCC)C>[Br:1][C:2]1[CH:3]=[C:4]2[C:9](=[CH:10][C:11]=1[O:12][CH3:13])[N:8]=[C:7]([CH3:14])[CH:6]=[C:5]2[Cl:18]. The solvent is C(C)OCC (diethyl ether). Conditions: temperature 60 celsius. Yields the product BrC=1C=C2C(=CC(=NC2=CC1OC)C)Cl (6-bromo-4-chloro-7-methoxy-2-methyl-quinoline). Reactants: BrC=1C=C2C(=CC(=NC2=CC1OC)C)O (6-bromo-7-methoxy-2-methyl-quinolin-4-ol), O=P(Cl)(Cl)Cl (POCl3). Procedure: A suspension of 4.6 g (17.5 mmol) of 6-bromo-7-methoxy-2-methyl-quinolin-4-ol in 14.8 ml (158 mmol) of POCl3 was heated at 60° C. for 20 h with stirring. It was then cooled to RT and 50 ml of diethyl ether were added. The solid that precipitated was filtered off by suction and dried in a high vacuum to give 3.85 g of the 6-bromo-4-chloro-7-methoxy-2-methyl-quinoline as a dark brown solid. El mass spectrum, m/e: 287 (M calculated for C11H9BrClNO: 287). Isolated yield 76.8%. Reactants: [NH4+].[Cl-] (NH4Cl), BrC1=CN=C2NC=NC(=C21)Cl (5-Bromo-4-chloropyrrolo[2,3-d]pyrimidine), BrCCO[Si](C)(C)C(C)(C)C ((2-bromoethoxy)-tert-butyldimethylsilane), [Li]CCCC (n-BuLi). The solvent is O (water), C(Cl)Cl (CH2Cl2), C1CCOC1 (THF). Run at temperature -78 celsius, time 2 hour. Yields the product O([Si](C)(C)C(C)(C)C)CCC1=CNC=2N=CN=C(C21)Cl (5-[2-(tert-Butyldimethylsiloxy)ethyl]-4-chloro-7H-pyrrolo[2,3-d]pyrimidine). The yield is 43.2%. RXN SMILES: Br[C:2]1[C:10]2[C:5]([NH:6][CH:7]=[N:8][C:9]=2[Cl:11])=[N:4][CH:3]=1.[Li]CCCC.Br[CH2:18][CH2:19][O:20][Si:21]([C:24]([CH3:27])([CH3:26])[CH3:25])([CH3:23])[CH3:22].[NH4+].[Cl-]>C1COCC1.O.C(Cl)Cl>[O:20]([CH2:19][CH2:18][C:2]1[C:10]2[C:9]([Cl:11])=[N:8][CH:7]=[N:6][C:5]=2[NH:4][CH:3]=1)[Si:21]([C:24]([CH3:27])([CH3:26])[CH3:25])([CH3:23])[CH3:22] |f:3.4|. Reported procedure: A suspension of compound 2.2 from Step A (2.0 g, 8.6 mmol) in THF (40.0 mL) was cooled to −78° C. under an argon atmosphere. n-BuLi (1.6M in hexanes, 13.4 mmol) was then added over 1.0 hr via syringe. A suspension formed and (2-bromoethoxy)-tert-butyldimethylsilane (7.4 mL, 34.4 mmol) was added via syringe while maintaining the reaction mixture at −78° C. The reaction mixture was allowed to slowly reach −30° C. and stirred for 2 h, then −30 to −10° C. for 1 h, and −10 to 0° C. for 1 hr. The reac... The reactants are [Ag+], CC(C)(C)c1cccc(C(C)(C)C)n1, OCCc1ccc(F)c(Cl)c1, O=S(=O)([O-])C(F)(F)F, CCOC(=O)CI. Product: CCOC(=O)COCCc1ccc(F)c(Cl)c1. RXN SMILES: [Ag+:41].[C:19]([c:20]1[cH:21][cH:22][cH:23][c:24]([C:25]([CH3:26])([CH3:27])[CH3:28])[n:29]1)([CH3:30])([CH3:31])[CH3:32].[Cl:1][c:2]1[cH:3][c:4]([CH2:9][CH2:10][OH:11])[cH:5][cH:6][c:7]1[F:8].[F:33][C:34]([F:35])([F:36])[S:37]([O-:38])(=[O:39])=[O:40].[I:12][CH2:13][C:14](=[O:15])[O:16][CH2:17][CH3:18]>>[Cl:1][c:2]1[cH:3][c:4]([CH2:9][CH2:10][O:11][CH2:13][C:14](=[O:15])[O:16][CH2:17][CH3:18])[cH:5][cH:6][c:7]1[F:8]. Reactants: COc1cc(C)cc(CC#N)c1, CCO, [Na+], [OH-], O. Yields the product COc1cc(C)cc(CC(=O)O)c1. As a reaction SMILES: [C:1](#[N:2])[CH2:3][c:4]1[cH:5][c:6]([O:11][CH3:12])[cH:7][c:8]([CH3:10])[cH:9]1.[CH3:16][CH2:17][OH:18].[Na+:14].[OH-:13].[OH2:15]>>[C:1]([CH2:3][c:4]1[cH:5][c:6]([O:11][CH3:12])[cH:7][c:8]([CH3:10])[cH:9]1)(=[O:13])[OH:15]. The reactants are CCOC(=O)CC(C)=O, C1CCNCC1, COc1ccc(OC)c(C=O)c1, CC(=O)O, Cc1ccccc1. The product is CCOC(=O)C(=Cc1cc(OC)ccc1OC)C(C)=O. Reaction SMILES: [C:13]([CH2:14][C:15](=[O:16])[CH3:17])(=[O:18])[O:19][CH2:20][CH3:21].[CH2:22]1[CH2:23][CH2:24][NH:25][CH2:26][CH2:27]1.[CH3:1][O:2][c:3]1[c:4]([CH:5]=[O:6])[cH:7][c:8]([O:11][CH3:12])[cH:9][cH:10]1.[CH3:28][C:29](=[O:30])[OH:31].[CH3:32][c:33]1[cH:34][cH:35][cH:36][cH:37][cH:38]1>>[CH3:1][O:2][c:3]1[c:4]([CH:5]=[C:14]([C:13](=[O:18])[O:19][CH2:20][CH3:21])[C:15](=[O:16])[CH3:17])[cH:7][c:8]([O:11][CH3:12])[cH:9][cH:10]1. Product: [N+](=O)([O-])C=1C(=NC=CC1)NC1=CC(=CC=C1)C1=NC=CC=C1 (3-nitro-2-[3-(2-pyridyl)phenylamino]pyridine). The solvent is COCCOCCOC (diglyme). As a reaction SMILES: Cl[C:2]1[C:7]([N+:8]([O-:10])=[O:9])=[CH:6][CH:5]=[CH:4][N:3]=1.[NH2:11][C:12]1[CH:13]=[C:14]([C:18]2[CH:23]=[CH:22][CH:21]=[CH:20][N:19]=2)[CH:15]=[CH:16][CH:17]=1.C(=O)([O-])[O-].[K+].[K+]>COCCOCCOC>[N+:8]([C:7]1[C:2]([NH:11][C:12]2[CH:17]=[CH:16][CH:15]=[C:14]([C:18]3[CH:23]=[CH:22][CH:21]=[CH:20][N:19]=3)[CH:13]=2)=[N:3][CH:4]=[CH:5][CH:6]=1)([O-:10])=[O:9] |f:2.3.4|. The reactants are ClC1=NC=CC=C1[N+](=O)[O-] (2-chloro-3-nitropyridine), NC=1C=C(C=CC1)C1=NC=CC=C1 (2-(3-aminophenyl)pyridine), C([O-])([O-])=O.[K+].[K+] (potassium carbonate). Reaction conditions: temperature 150 celsius, time 3 hour. Procedure: A mixture of 2-chloro-3-nitropyridine (1.15 g), 2-(3-aminophenyl)pyridine (1.12 g) and potassium carbonate (1.36 g) in diglyme (15 ml) was stirred at 150° C. for 3 hours. After cooling, insoluble materials were removed by filtration and the filtrate was concentrated. The residue was chromatographed on silica gel column (hexane-ethyl acetate, 1:1) to give 3-nitro-2-[3-(2-pyridyl)phenylamino]pyridine (1.68 g) Yield: 87.3%.